Dataset: the Open Reaction Database (ORD), a public repository of structured organic reaction records. Task: describe an organic reaction: reactants, conditions, products, and yield Starting materials: FC=1C=C(C=CC1)[C@@H]1[C@H](NC(O1)=O)C=1C(=NC=C(C1)C#CC1=CC=CC=C1)OC ((4R,5R)-5-(3-fluorophenyl)-4-(2-methoxy-5-(phenylethynyl)pyridin-3-yl)oxazolidin-2-one), FC1=C(C=C(C=C1)F)[C@@H]1[C@H](NC(O1)=O)C=1C(=NC=C(C1)C#CC1=CC=CC=C1)F ((4R,5R)-5-(2,5-difluorophenyl)-4-(2-fluoro-5-(phenylethynyl)pyridin-3-yl)oxazolidin-2-one). Product: FC1=C(C=C(C=C1)F)[C@@H]1[C@H](NC(O1)=O)C=1C(=NC=C(C1)C#CC1=CC=CC=C1)OC ((4R,5R)-5-(2,5-Difluorophenyl)-4-(2-methoxy-5-(phenylethynyl)pyridin-3-yl)oxazolidin-2-one). RXN SMILES: [F:1][C:2]1[CH:3]=[C:4]([C@H:8]2[O:12][C:11](=[O:13])[NH:10][C@@H:9]2[C:14]2[C:15]([O:28][CH3:29])=[N:16][CH:17]=[C:18]([C:20]#[C:21][C:22]3[CH:27]=[CH:26][CH:25]=[CH:24][CH:23]=3)[CH:19]=2)[CH:5]=[CH:6][CH:7]=1.[F:30]C1C=CC(F)=CC=1[C@H]1OC(=O)N[C@@H]1C1C(F)=NC=C(C#CC2C=CC=CC=2)C=1>>[F:30][C:5]1[CH:6]=[CH:7][C:2]([F:1])=[CH:3][C:4]=1[C@H:8]1[O:12][C:11](=[O:13])[NH:10][C@@H:9]1[C:14]1[C:15]([O:28][CH3:29])=[N:16][CH:17]=[C:18]([C:20]#[C:21][C:22]2[CH:23]=[CH:24][CH:25]=[CH:26][CH:27]=2)[CH:19]=1. Procedure: Prepared according to the same procedure as (4R,5R)-5-(3-fluorophenyl)-4-(2-methoxy-5-(phenylethynyl)pyridin-3-yl)oxazolidin-2-one, starting with ((4R,5R)-5-(2,5-difluorophenyl)-4-(2-fluoro-5-(phenylethynyl)pyridin-3-yl)oxazolidin-2-one. 1H NMR (CDCl3) δ: 8.33 (d, J=2.1 Hz, 1H), 7.83 (d, J=1.8 Hz, 1H), 7.50-7.54 (m, 2H), 7.33-7.38 (m, 3H), 7.20-7.25 (m, 1H), 7.03-7.10 (m, 2H), 6.06 (s, 1H), 5.54 (d, J=5.2 Hz, 1H), 4.98 (d, J=5.2 Hz, 1H), 3.88 (s, 3H). 19F NMR (CDCl3) δ: −119.97-115.26 (m, 1F), −... The reactants are [Br-], C#C[Mg+], Cl[Cu]Cl, FC(F)(F)c1oc(CBr)cc1COC1CCCCO1, [Na+], C1CCOC1, O=P([O-])(O)O. RXN SMILES: [Br-:1].[C:2](#[CH:3])[Mg+:4].[Cu:35]([Cl:36])[Cl:37].[F:5][C:6]([c:7]1[o:8][c:9]([CH2:20][Br:21])[cH:10][c:11]1[CH2:12][O:13][CH:14]1[O:15][CH2:16][CH2:17][CH2:18][CH2:19]1)([F:22])[F:23].[Na+:24].[O:30]1[CH2:31][CH2:32][CH2:33][CH2:34]1.[OH:25][P:26](=[O:27])([O-:28])[OH:29]>>[C:2](#[CH:3])[CH2:20][c:9]1[o:8][c:7]([C:6]([F:5])([F:22])[F:23])[c:11]([CH2:12][O:13][CH:14]2[O:15][CH2:16][CH2:17][CH2:18][CH2:19]2)[cH:10]1. Product: C#CCc1cc(COC2CCCCO2)c(C(F)(F)F)o1.